Dataset: the Open Reaction Database (ORD), a public repository of structured organic reaction records. Task: describe an organic reaction: reactants, conditions, products, and yield As a reaction SMILES: [CH2:1]([CH3:2])[O:3][C:4]1=[C:5]([c:16]2[cH:17][cH:18][cH:19][cH:20][cH:21]2)[CH:6]([CH2:10][CH2:11][C:12](=[O:13])[O:14][CH3:15])[O:7][C:8]1=[O:9].[CH3:25][OH:26].[Na+:23].[OH-:22].[OH2:24]>>[CH2:1]([CH3:2])[O:3][C:4]1=[C:5]([c:16]2[cH:17][cH:18][cH:19][cH:20][cH:21]2)[CH:6]([CH2:10][CH2:11][C:12](=[O:13])[OH:14])[O:7][C:8]1=[O:9]. Yields the product CCOC1=C(c2ccccc2)C(CCC(=O)O)OC1=O. Starting materials: CCOC1=C(c2ccccc2)C(CCC(=O)OC)OC1=O, CO, [Na+], [OH-], O.